From a dataset of the Open Reaction Database (ORD), a public repository of structured organic reaction records. describe an organic reaction: reactants, conditions, products, and yield Reported procedure: To a solution of 2-[(2-chloro-6-methylphenyl)amino]-N-[2-fluoro-5-(trifluoromethyl)phenyl]-7,7-dimethyl-7,8-dihydro-1H-furo[3,2-e]benzimidazole-5-carboxamide (Example-110, 0.100 g) in THF was added trifluoro acetic acid (3 eq.) The reaction mass was refluxed for 3 h. The reaction mass was filtered and obtained residue was washed with DEE to afford 0.100 g desired product. Reaction SMILES: [Cl:1][C:2]1[CH:7]=[CH:6][CH:5]=[C:4]([CH3:8])[C:3]=1[NH:9][C:10]1[NH:11][C:12]2[C:18]3[CH2:19][C:20]([CH3:23])([CH3:22])[O:21][C:17]=3[C:16]([C:24]([NH:26][C:27]3[CH:32]=[C:31]([C:33]([F:36])([F:35])[F:34])[CH:30]=[CH:29][C:28]=3[F:37])=[O:25])=[CH:15][C:13]=2[N:14]=1.[F:38][C:39]([F:44])([F:43])[C:40]([OH:42])=[O:41]>C1COCC1>[F:38][C:39]([F:44])([F:43])[C:40]([OH:42])=[O:41].[Cl:1][C:2]1[CH:7]=[CH:6][CH:5]=[C:4]([CH3:8])[C:3]=1[NH:9][C:10]1[NH:11][C:12]2[C:18]3[CH2:19][C:20]([CH3:22])([CH3:23])[O:21][C:17]=3[C:16]([C:24]([NH:26][C:27]3[CH:32]=[C:31]([C:33]([F:36])([F:34])[F:35])[CH:30]=[CH:29][C:28]=3[F:37])=[O:25])=[CH:15][C:13]=2[N:14]=1 |f:3.4|. Run in C1CCOC1 (THF). Product: FC(C(=O)O)(F)F.ClC1=C(C(=CC=C1)C)NC=1NC2=C(N1)C=C(C1=C2CC(O1)(C)C)C(=O)NC1=C(C=CC(=C1)C(F)(F)F)F (2-[(2-Chloro-6-methylphenyl)amino]-N-[2-fluoro-5-(trifluoromethyl)phenyl]-7,7-dimethyl-7,8-dihydro-1H-furo[3,2-e]benzimidazole-5-carboxamide 2,2,2-trifluoroacetate). Starting materials: ClC1=C(C(=CC=C1)C)NC=1NC2=C(N1)C=C(C1=C2CC(O1)(C)C)C(=O)NC1=C(C=CC(=C1)C(F)(F)F)F (2-[(2-chloro-6-methylphenyl)amino]-N-[2-fluoro-5-(trifluoromethyl)phenyl]-7,7-dimethyl-7,8-dihydro-1H-furo[3,2-e]benzimidazole-5-carboxamide), FC(C(=O)O)(F)F (trifluoro acetic acid). Yields the product C[N+]1=C2C3=C(C4=CC=CC=C4C2=O)C5=C(C=C3C=C1)OCO5.[I-] (liriodenine methiodide). Solvent: C(Cl)(Cl)Cl (chloroform). As a reaction SMILES: [CH:1]1[CH:2]=[CH:3][C:4]2[C:14](=[O:15])[C:13]3[C:8]4[C:9](=[CH:16][C:17]5[O:21][CH2:20][O:19][C:18]=5[C:7]=4[C:5]=2[CH:6]=1)[CH:10]=[CH:11][N:12]=3.[I:22][CH3:23]>C(Cl)(Cl)Cl>[CH3:23][N+:12]1[CH:11]=[CH:10][C:9]2[C:8]3=[C:7]([C:18]4[O:19][CH2:20][O:21][C:17]=4[CH:16]=2)[C:5]2[C:4]([C:14](=[O:15])[C:13]=13)=[CH:3][CH:2]=[CH:1][CH:6]=2.[I-:22] |f:3.4|. The reactants are C=1C=CC2=C(C1)C3=C4C(C=CN=C4C2=O)=CC5=C3OCO5 (liriodenine), C=1C=CC2=C(C1)C3=C4C(C=CN=C4C2=O)=CC5=C3OCO5 (liriodenine), IC (iodomethane). Procedure details: Liriodenine methiodide was prepared from the liriodenine isolated in accordance with Example 1. A 2.71 gm sample of liriodenine was reflexed in 30 ml of chloroform and then 10 ml of iodomethane was added. After 24 hours at reflux, the solution was cooled, excess iodomethane removed, and the red crystals filtered. Crystallization from methanol yielded 2.24 gm liriodenine methiodide, mp 235 d. The reactants are N1=CN=C(C2=C1SC=C2)O (thieno[2,3-d]pyrimidin-4-ol), BrBr (bromine), C(=O)(O)[O-].[Na+] (NaHCO3). Run in C(C)(=O)O (acetic acid). Conditions: temperature 80 celsius. Product: BrC1=CC2=C(N=CN=C2O)S1 (6-bromothieno[2,3-d]pyrimidin-4-ol). RXN SMILES: [N:1]1[C:6]2[S:7][CH:8]=[CH:9][C:5]=2[C:4]([OH:10])=[N:3][CH:2]=1.[Br:11]Br.C([O-])(O)=O.[Na+]>C(O)(=O)C>[Br:11][C:8]1[S:7][C:6]2[N:1]=[CH:2][N:3]=[C:4]([OH:10])[C:5]=2[CH:9]=1 |f:2.3|. Procedure: To a solution of thieno[2,3-d]pyrimidin-4-ol (3.0 g, 20 mmol) in glacial acetic acid (40 mL) was added bromine (6.3 g, 39 mmol). After heating to 80° C. for 1.5 hours, the reaction mixture was cooled to room temperature and poured into saturated NaHCO3 and ice. The solid was filtered, washed with water and dried to provide the product. Starting materials: [NH4+].[Cl-] (NH4Cl), IC (iodomethane), IC (iodomethane), [H-].[Na+] (sodium hydride), oils, O(C1=CC=CC=C1)CC1=NN2C(C(NCC2)=O)=C1 (2-phenoxymethyl-6,7-dihydro-5H-pyrazolo[1,5-a]pyrazin-4-one). The solvent is CN(C)C=O (DMF). Run at temperature 0 celsius, time 15 minute. Product: CN1C(C=2N(CC1)N=C(C2)COC2=CC=CC=C2)=O (5-methyl-2-phenoxymethyl-6,7-dihydro-5H-pyrazolo[1,5-a]pyrazin-4-one). Isolated yield 95.2%. RXN SMILES: [H-].[Na+].[O:3]([CH2:10][C:11]1[CH:20]=[C:14]2[C:15](=[O:19])[NH:16][CH2:17][CH2:18][N:13]2[N:12]=1)[C:4]1[CH:9]=[CH:8][CH:7]=[CH:6][CH:5]=1.I[CH3:22].[NH4+].[Cl-]>CN(C=O)C>[CH3:22][N:16]1[CH2:17][CH2:18][N:13]2[N:12]=[C:11]([CH2:10][O:3][C:4]3[CH:5]=[CH:6][CH:7]=[CH:8][CH:9]=3)[CH:20]=[C:14]2[C:15]1=[O:19] |f:0.1,4.5|. Reported procedure: A 60% dispersion of sodium hydride in mineral oils (9 mg, 0.22 mmol) was added to a stirred solution of 2-phenoxymethyl-6,7-dihydro-5H-pyrazolo[1,5-a]pyrazin-4-one (0.05 g, 0.20 mmol) in DMF (3 mL) at 0° C. The mixture was stirred at 0° C. for 15 minutes. Then iodomethane (15 μL, 0.24 mmol) was added at 0° C., the mixture stirred at 0° C. for 1 hour and allowed to warm to room temperature. Then additional iodomethane (15 μL, 0.24 mmol) was added and the mixture was stirred at room temperature ov... Starting materials: methyl imidate, C(C)(=O)[O-].[NH4+] (ammonium acetate), C(C)(C)(C)NS(=O)(=O)C1=C(C=CC=C1)C1=CC=C(C=C1)NC(\C=C(\C(F)(F)F)/C1=CC(=CC=C1)C#N)=O ((2E)-N-[4-(2-{[(tert-butyl)amino]sulfonyl}phenyl)phenyl]-3-(3-cyanophenyl)-4,4,4-trifluorobut-2-enamide), C(C)(=O)OCC (ethyl acetate). Solvent: CO (methanol), CO (methanol). The product is S(N)(=O)(=O)C1=C(C=CC=C1)C1=CC=C(C=C1)NC(=O)/C=C(/C(F)(F)F)\C=1C=C(C=CC1)C(=N)N (3-((1E)-2-{N-[4-(2-sulfamoylphenyl)phenyl]carbamoyl}-1-(trifluoromethyl)vinyl)benzenecarboxamidine). The yield is 61.4%. Reaction SMILES: C([NH:5][S:6]([C:9]1[CH:14]=[CH:13][CH:12]=[CH:11][C:10]=1[C:15]1[CH:20]=[CH:19][C:18]([NH:21][C:22](=[O:37])/[CH:23]=[C:24](\[C:29]2[CH:34]=[CH:33][CH:32]=[C:31]([C:35]#[N:36])[CH:30]=2)/[C:25]([F:28])([F:27])[F:26])=[CH:17][CH:16]=1)(=[O:8])=[O:7])(C)(C)C.C(OCC)(=O)C.C([O-])(=O)C.[NH4+:48]>CO>[S:6]([C:9]1[CH:14]=[CH:13][CH:12]=[CH:11][C:10]=1[C:15]1[CH:16]=[CH:17][C:18]([NH:21][C:22](/[CH:23]=[C:24](\[C:29]2[CH:30]=[C:31]([C:35]([NH2:36])=[NH:48])[CH:32]=[CH:33][CH:34]=2)/[C:25]([F:26])([F:27])[F:28])=[O:37])=[CH:19][CH:20]=1)(=[O:7])(=[O:8])[NH2:5] |f:2.3|. Procedure: To a solution of (2E)-N-[4-(2-{[(tert-butyl)amino]sulfonyl}phenyl)phenyl]-3-(3-cyanophenyl)-4,4,4-trifluorobut-2-enamide (90 mg, 0.19 mmol) in 10 ml 1:1 ethyl acetate:anhydrous methanol cooled to −78° C. was bubbled HCl gas until saturation was achieved. Reaction was placed in the refrigerator at 0° C. over the weekend. The reaction was then concentrated in vacuo and dried under hi vacuum. The dried methyl imidate residue was dissolved in 5 ml anhydrous methanol to which ammonium acetate (144 mg... The reactants are C(C)(C)(C)OC(=O)N1C[C@H]([C@H](CC1)C1=CC2=C(C3=NC(=CN3CCO2)C=2N(N=CN2)C(C)C)C=C1)O (cis-racemic-3-hydroxy-4-[2-(2-isopropyl-2H-[1,2,4]triazol-3-yl)-4,5-dihydro-6-oxa-1,3a-diaza-benzo[e]azulen-8-yl]-piperidine-1-carboxylic acid tert-butyl ester), Cl (HCl), C(Cl)Cl (DCM). Run in CO (methanol), O1CCOCC1 (dioxane). Conditions: time 2.5 hour. The product is C(C)(C)N1N=C(N=C1C=1N=C2N(CCOC3=C2C=CC(=C3)[C@@H]3[C@@H](CNCC3)O)C1)C (racemic cis-4-(2-(1-isopropyl-3-methyl-1H-1,2,4-triazol-5-yl)-5,6-dihydrobenzo[f]imidazo[1,2-d][1,4]oxazepin-9-yl)piperidin-3-ol). Reaction SMILES: C(OC([N:8]1[CH2:13][CH2:12][C@H:11]([C:14]2[CH:35]=[CH:34][C:17]3[C:18]4[N:22]([CH2:23][CH2:24][O:25][C:16]=3[CH:15]=2)[CH:21]=[C:20]([C:26]2[N:27]([CH:31]([CH3:33])[CH3:32])[N:28]=[CH:29][N:30]=2)[N:19]=4)[C@H:10]([OH:36])[CH2:9]1)=O)(C)(C)C.Cl.[CH2:38](Cl)Cl>CO.O1CCOCC1>[CH:31]([N:27]1[C:26]([C:20]2[N:19]=[C:18]3[C:17]4[CH:34]=[CH:35][C:14]([C@H:11]5[CH2:12][CH2:13][NH:8][CH2:9][C@H:10]5[OH:36])=[CH:15][C:16]=4[O:25][CH2:24][CH2:23][N:22]3[CH:21]=2)=[N:30][C:29]([CH3:38])=[N:28]1)([CH3:33])[CH3:32]. Procedure details: To a solution of cis-racemic-3-hydroxy-4-[2-(2-isopropyl-2H-[1,2,4]triazol-3-yl)-4,5-dihydro-6-oxa-1,3a-diaza-benzo[e]azulen-8-yl]-piperidine-1-carboxylic acid tert-butyl ester (17 mg, 0.36 mmol) in DCM (1 mL) and methanol (0.6 mL) was added 4M HCl in dioxane (1.5 mL) slowly and the reaction mixture stirred at RT for 2.5 h before being concentrated in vacuo. The resultant residue was triturated in diethyl ether to give racemic cis-4-(2-(1-isopropyl-3-methyl-1H-1,2,4-triazol-5-yl)-5,6-dihydrobenz... The reactants are C(C)NCC (Diethylamine), ClC=1C=C2C=C(NC2=CC1)C(=O)NC(C(=O)O)CC1=CC=CC=C1 (2-[(5-chloro-1H-indol-2-carbonyl)-amino]3-phenyl-propionic acid), crude product. Solvent: C(Cl)(Cl)Cl.ClCCl (chloroform dichloromethane). The product is C(C)N(C(=O)C(CC1=CC=CC=C1)NC(=O)C=1NC2=CC=C(C=C2C1)Cl)CC (5-Chloro-1H-indole-2-carboxylic acid (1-diethylcarbamoyl-2-phenyl-ethyl)-amide). Reaction SMILES: [CH2:1]([NH:3][CH2:4][CH3:5])[CH3:2].[Cl:6][C:7]1[CH:8]=[C:9]2[C:13](=[CH:14][CH:15]=1)[NH:12][C:11]([C:16]([NH:18][CH:19]([CH2:23][C:24]1[CH:29]=[CH:28][CH:27]=[CH:26][CH:25]=1)[C:20](O)=[O:21])=[O:17])=[CH:10]2>C(Cl)(Cl)Cl.ClCCl>[CH2:1]([N:3]([CH2:4][CH3:5])[C:20]([CH:19]([NH:18][C:16]([C:11]1[NH:12][C:13]2[C:9]([CH:10]=1)=[CH:8][C:7]([Cl:6])=[CH:15][CH:14]=2)=[O:17])[CH2:23][C:24]1[CH:25]=[CH:26][CH:27]=[CH:28][CH:29]=1)=[O:21])[CH3:2] |f:2.3|. Reported procedure: Diethylamine(1.2 mmol) and 2-[(5-chloro-1H-indol-2-carbonyl)-amino]3-phenyl-propionic acid (0.6 mmol) were coupled according to procedure A (0-25° C. for 5 days) substituting the following workup: the crude product was suspended in 1:1 chloroform/dichloromethane, sonicated, filtered to remove solids, concentrated, and the residue purified by column chromatography on silica gel eluted with 10, 20 and 30% ethyl acetate in hexanes: Yield 14 mg, 6%; HPLC (60/40) 8.88 minutes (98%); PBMS 398/400 (MH+... Starting materials: CC(=O)O[BH-](OC(C)=O)OC(C)=O, CCN, C1CCOC1, CO, Cl, [Na+], [Na+], [OH-], O=C1CCN(Cc2ccccc2)CC1. The product is CCNC1CCN(Cc2ccccc2)CC1. Reaction SMILES: [C:19]([O:20][BH-:21]([O:22][C:23](=[O:24])[CH3:25])[O:26][C:27](=[O:28])[CH3:29])(=[O:30])[CH3:31].[CH2:16]([CH3:17])[NH2:18].[CH2:35]1[O:36][CH2:37][CH2:38][CH2:39]1.[CH3:40][OH:41].[ClH:15].[Na+:32].[Na+:34].[OH-:33].[c:1]1([CH2:7][N:8]2[CH2:9][CH2:10][C:11](=[O:14])[CH2:12][CH2:13]2)[cH:2][cH:3][cH:4][cH:5][cH:6]1>>[c:1]1([CH2:7][N:8]2[CH2:9][CH2:10][CH:11]([NH:18][CH2:16][CH3:17])[CH2:12][CH2:13]2)[cH:2][cH:3][cH:4][cH:5][cH:6]1. Reactants: COC(=O)c1sc(-n2cnc3ccc(OC)nc32)cc1OCc1ccccc1C(F)(F)F, CO, N. As a reaction SMILES: [CH3:1][O:2][c:3]1[cH:4][cH:5][c:6]2[c:7]([n:8]1)[n:9](-[c:12]1[cH:13][c:14]([O:21][CH2:22][c:23]3[c:24]([C:29]([F:30])([F:31])[F:32])[cH:25][cH:26][cH:27][cH:28]3)[c:15]([C:17]([O:19][CH3:18])=[O:20])[s:16]1)[cH:10][n:11]2.[CH3:34][OH:35].[NH3:33]>>[CH3:1][O:2][c:3]1[cH:4][cH:5][c:6]2[c:7]([n:8]1)[n:9](-[c:12]1[cH:13][c:14]([O:21][CH2:22][c:23]3[c:24]([C:29]([F:30])([F:31])[F:32])[cH:25][cH:26][cH:27][cH:28]3)[c:15]([C:17](=[O:19])[NH2:33])[s:16]1)[cH:10][n:11]2. Product: COc1ccc2ncn(-c3cc(OCc4ccccc4C(F)(F)F)c(C(N)=O)s3)c2n1.